The task is: describe an organic reaction: reactants, conditions, products, and yield. This data is from the Open Reaction Database (ORD), a public repository of structured organic reaction records. Isolated yield 80.5%. Run in C1CCOC1.C1(=CC=CC=C1)C (THF toluene), C1CCOC1 (THF). As a reaction SMILES: [Br:1][C:2]1[C:11]2[CH:10]=[N:9][CH:8]=[CH:7][C:6]=2[C:5]([NH2:12])=[CH:4][CH:3]=1.[Cl:13][C:14]1[CH:19]=[C:18]([Cl:20])[CH:17]=[CH:16][C:15]=1[CH2:21][N:22]=[C:23]=[O:24]>C1COCC1.C1(C)C=CC=CC=1.C1COCC1>[Br:1][C:2]1[CH:3]=[CH:4][C:5]([NH:12][C:23]([NH:22][CH2:21][C:15]2[CH:16]=[CH:17][C:18]([Cl:20])=[CH:19][C:14]=2[Cl:13])=[O:24])=[C:6]2[C:11]=1[CH:10]=[N:9][CH:8]=[CH:7]2 |f:2.3|. Procedure details: The product from Example 73A (120 mg, 0.52 mmol) in THF:toluene (1:4, 5 mL) was treated with a solution of 2,4-dichloro-1-(isocyanatomethyl)benzene (108 mg, 0.52 mmol) in THF (0.5 mL). After stirring for 16 hours at room temperature, the mixture was filtered and the filter cake dried under reduced pressure to provide the title compound as a white solid (178 mg, 78%). The hydrochloride salt was obtained by dissolving the product in hot THF and adding HCl in diethyl ether (2M). The yellow precipit... Reaction conditions: time 16 hour. Reactants: BrC1=CC=C(C=2C=CN=CC12)N (8-bromoisoquinolin-5-amine), ClC1=C(C=CC(=C1)Cl)CN=C=O (2,4-dichloro-1-(isocyanatomethyl)benzene). Yields the product BrC=1C=CC(=C2C=CN=CC12)NC(=O)NCC1=C(C=C(C=C1)Cl)Cl (N-(8-bromoisoquinolin-5-yl)-N′-(2,4-dichlorobenzyl)urea). Starting materials: O=C([O-])[O-], CN(C)C=O, Cc1nc(Cl)c(Cl)[nH]1, Fc1cnc(N2CC[N+]3(CCCC3)CC2)nc1, [K+], [K+]. The product is Cc1nc(Cl)c(Cl)n1CCCCN1CCN(c2ncc(F)cn2)CC1. RXN SMILES: [C:26](=[O:27])([O-:28])[O-:29].[CH3:32][N:33]([CH3:34])[CH:35]=[O:36].[Cl:18][c:19]1[n:20][c:21]([CH3:25])[nH:22][c:23]1[Cl:24].[F:1][c:2]1[cH:3][n:4][c:5]([N:8]2[CH2:9][CH2:10][N+:11]3([CH2:12][CH2:13][CH2:14][CH2:15]3)[CH2:16][CH2:17]2)[n:6][cH:7]1.[K+:30].[K+:31]>>[F:1][c:2]1[cH:3][n:4][c:5]([N:8]2[CH2:9][CH2:10][N:11]([CH2:15][CH2:14][CH2:13][CH2:12][n:22]3[c:21]([CH3:25])[n:20][c:19]([Cl:18])[c:23]3[Cl:24])[CH2:16][CH2:17]2)[n:6][cH:7]1. Starting materials: CC(=O)SCCC(=O)O, CCOC(C)=O, CN(C)C=O, C(=NC1CCCCC1)=NC1CCCCC1, NCC=CCOc1cc(CN2CCCCC2)ccn1, On1nnc2ccccc21. Yields the product CC(=O)SCCC(=O)NCC=CCOc1cc(CN2CCCCC2)ccn1. RXN SMILES: [C:1]([CH3:2])(=[O:3])[S:4][CH2:5][CH2:6][C:7](=[O:8])[OH:9].[CH3:54][CH2:55][O:56][C:57](=[O:58])[CH3:59].[CH3:60][N:61]([CH3:62])[CH:63]=[O:64].[CH:10]1([N:11]=[C:12]=[N:13][CH:14]2[CH2:15][CH2:16][CH2:17][CH2:18][CH2:19]2)[CH2:20][CH2:21][CH2:22][CH2:23][CH2:24]1.[N:35]1([CH2:41][c:42]2[cH:43][c:44]([O:48][CH2:49][CH:50]=[CH:51][CH2:52][NH2:53])[n:45][cH:46][cH:47]2)[CH2:36][CH2:37][CH2:38][CH2:39][CH2:40]1.[OH:25][n:26]1[c:27]2[cH:28][cH:29][cH:30][cH:31][c:32]2[n:33][n:34]1>>[C:1]([CH3:2])(=[O:3])[S:4][CH2:5][CH2:6][C:7](=[O:9])[NH:53][CH2:52][CH:51]=[CH:50][CH2:49][O:48][c:44]1[cH:43][c:42]([CH2:41][N:35]2[CH2:36][CH2:37][CH2:38][CH2:39][CH2:40]2)[cH:47][cH:46][n:45]1. The reactants are N1CCC2=CC=CC=C12 (Indoline), C(C)(=O)N1CC(C(CC1)=O)C(=O)OCC (ethyl 1-acetyl-4-oxo-3-piperidinecarboxylate), triacetoxylated sodium borohydride. The product is C(C)(=O)N1C[C@H]([C@H](CC1)N1CCC2=CC=CC=C12)C(=O)OCC (cis-1-(1-acetyl-3-ethoxycarbonylpiperidin-4-yl)indoline). The yield is 21.5%. Reaction SMILES: [NH:1]1[C:9]2[C:4](=[CH:5][CH:6]=[CH:7][CH:8]=2)[CH2:3][CH2:2]1.[C:10]([N:13]1[CH2:18][CH2:17][C:16](=O)[CH:15]([C:20]([O:22][CH2:23][CH3:24])=[O:21])[CH2:14]1)(=[O:12])[CH3:11]>>[C:10]([N:13]1[CH2:18][CH2:17][C@H:16]([N:1]2[C:9]3[C:4](=[CH:5][CH:6]=[CH:7][CH:8]=3)[CH2:3][CH2:2]2)[C@H:15]([C:20]([O:22][CH2:23][CH3:24])=[O:21])[CH2:14]1)(=[O:12])[CH3:11]. Procedure details: Indoline (12.5 g), ethyl 1-acetyl-4-oxo-3-piperidinecarboxylate (22.3 g) and triacetoxylated sodium borohydride (48.7 g) were treated as in Example 1 to give the title compound (7.12 g) as a pale yellow powder (yield: 22%). The reactants are [N+](=O)([O-])C1=C(C=CC(=C1)C=1C=NC=CC1)N (2-Nitro-4-(pyridin-3-yl)benzenamine). The reagents and catalysts are [Pd] (palladium on carbon). The solvent is C(C)O.CC(OCC)=O (ethanol EA). The product is N1=CC(=CC=C1)C=1C=C(C(=CC1)N)N (4-(pyridin-3-yl)-benzene-1,2-diamine). Yield: 102.8%. RXN SMILES: [N+:1]([C:4]1[CH:9]=[C:8]([C:10]2[CH:11]=[N:12][CH:13]=[CH:14][CH:15]=2)[CH:7]=[CH:6][C:5]=1[NH2:16])([O-])=O>[Pd].C(O)C.CC(=O)OCC>[N:12]1[CH:13]=[CH:14][CH:15]=[C:10]([C:8]2[CH:9]=[C:4]([NH2:1])[C:5]([NH2:16])=[CH:6][CH:7]=2)[CH:11]=1 |f:2.3|. Reported procedure: 4-Amino-3-nitrophenylboronic acid pinacol ester (1.60 g, 6.06 mmol), 3-bromopyridine (1.10 g, 6.96 mmol), cesium carbonate (3.33 g, 10.22 mmol) and 1,1′-bis(diphenylphosphino)ferrocene-palladium(II) dichloride DCM complex (491 mg, 0.60 mmol) were suspended in dimethylformamide (20 mL). The solution was degassed by vacuum several times and placed in an argon atmosphere. It was then heated to 65° C. for 6 hr. After cooling, EA (100 mL) and water (40 mL) were added. When additional water (50 mL) wa... Starting materials: Cc1cnc(N)cn1, CC1CCCO1, COC, CCOC(=O)c1cc(Oc2cnc(C(=O)N(C)C)nc2)c2cc(C)oc2c1, O. The product is Cc1cnc(NC(=O)c2cc(Oc3cnc(C(=O)N(C)C)nc3)c3cc(C)oc3c2)cn1. As a reaction SMILES: [CH3:1][c:2]1[n:3][cH:4][c:5]([NH2:8])[n:6][cH:7]1.[CH3:36][CH:37]1[CH2:38][CH2:39][CH2:40][O:41]1.[CH3:42][O:43][CH3:44].[CH3:9][N:10]([C:11](=[O:12])[c:13]1[n:14][cH:15][c:16]([O:19][c:20]2[cH:21][c:22]([C:30](=[O:31])[O:32][CH2:33][CH3:34])[cH:23][c:24]3[c:25]2[cH:26][c:27]([CH3:29])[o:28]3)[cH:17][n:18]1)[CH3:35].[OH2:45]>>[CH3:1][c:2]1[n:3][cH:4][c:5]([NH:8][C:30]([c:22]2[cH:21][c:20]([O:19][c:16]3[cH:15][n:14][c:13]([C:11]([N:10]([CH3:9])[CH3:35])=[O:12])[n:18][cH:17]3)[c:25]3[c:24]([cH:23]2)[o:28][c:27]([CH3:29])[cH:26]3)=[O:31])[n:6][cH:7]1. The reactants are O1CCCC1.B (Borane tetrahydrofuran), O=C(C=C(CC1=C(C=C(C(=C1)F)F)F)N)N1CC=2N(CC1)C(=NN2)C(F)(F)F (4-oxo-4-[3-(trifluoromethyl)-5,6-dihydro[1,2,4]triazolo[4,3-a]pyrazin-7(8H)-yl]-1-(2,4,5-trifluorophenyl)but-2-en-2-amine), N (ammonia), N1CCCCC1 (piperidine), CS(=O)(=O)O (methanesulfonic acid). Run in O (water). Reaction conditions: temperature -10 celsius, time 1 hour. Yields the product O=C(CC(CC1=C(C=C(C(=C1)F)F)F)N)N1CC=2N(CC1)C(=NN2)C(F)(F)F (4-oxo-4-[3-(trifluoromethyl)-5,6-dihydro[1,2,4]triazolo[4,3-a]pyrazin-7(8H)-yl]-1-(2,4,5-trifluorophenyl)butan-2-amine). Reaction SMILES: O1CCCC1.B.N1CCCCC1.CS(O)(=O)=O.[O:18]=[C:19]([N:33]1[CH2:38][CH2:37][N:36]2[C:39]([C:42]([F:45])([F:44])[F:43])=[N:40][N:41]=[C:35]2[CH2:34]1)[CH:20]=[C:21]([NH2:32])[CH2:22][C:23]1[CH:28]=[C:27]([F:29])[C:26]([F:30])=[CH:25][C:24]=1[F:31].N>O>[O:18]=[C:19]([N:33]1[CH2:38][CH2:37][N:36]2[C:39]([C:42]([F:45])([F:44])[F:43])=[N:40][N:41]=[C:35]2[CH2:34]1)[CH2:20][CH:21]([NH2:32])[CH2:22][C:23]1[CH:28]=[C:27]([F:29])[C:26]([F:30])=[CH:25][C:24]=1[F:31] |f:0.1|. Reported procedure: In a 250 mL round bottom flask 1.0 M Borane tetrahydrofuran (37 mL) was taken. It was cooled to −10° C. and piperidine (3.14 g) was added dropwise at −10 to 5° C. After 30 min. methanesulfonic acid (6.0 mL) was added dropwise at −10 to 5° C. over a period of 15-30 min. Separately, 4-oxo-4-[3-(trifluoromethyl)-5,6-dihydro[1,2,4]triazolo[4,3-a]pyrazin-7(8H)-yl]-1-(2,4,5-trifluorophenyl)but-2-en-2-amine (5.0 g) was added in small portions into the reaction mixture, keeping the temperature between −... Reactants: O=C([O-])[O-], ClCCl, COc1cc2c(cc1C)CCC2C#N, [K+], [K+], NCCN, Cc1ccc(S(=O)(=O)O)cc1. The product is COc1cc2c(cc1C)CCC2C1=NCCN1. Reaction SMILES: [C:30](=[O:31])([O-:32])[O-:33].[CH2:36]([Cl:37])[Cl:38].[CH3:1][O:2][c:3]1[c:4]([CH3:14])[cH:5][c:6]2[c:10]([cH:11]1)[CH:9]([C:12]#[N:13])[CH2:8][CH2:7]2.[K+:34].[K+:35].[NH2:15][CH2:16][CH2:17][NH2:18].[c:19]1([CH3:20])[cH:21][cH:22][c:23]([S:24]([OH:25])(=[O:26])=[O:27])[cH:28][cH:29]1>>[CH3:1][O:2][c:3]1[c:4]([CH3:14])[cH:5][c:6]2[c:10]([cH:11]1)[CH:9]([C:12]1=[N:15][CH2:16][CH2:17][NH:13]1)[CH2:8][CH2:7]2.